Dataset: the Open Reaction Database (ORD), a public repository of structured organic reaction records. Task: describe an organic reaction: reactants, conditions, products, and yield Run in O1CCCC1 (tetrahydrofurane), C(C)OCC (diethyl ether). Reaction conditions: time 2 hour. Reported procedure: 11.7 g (0.3 mol) sodium amide are suspended in 300 ml tetrahydrofurane under nitrogene. 71.47 g (0.3 mol) triethyl 2-phosphonopropionate are dropped to the stirred mixture which is kept at ambient temperature for 2 hours subsequently. 30.5 g (86.5 mmol) 1-(1-triphenylmethyl-1H-imidazol-4-yl)ethanone are added and the mixture is held under reflux for 16 hours. Evaporation and dissolving in 1 l chloroform/2-propanol (3:1) is follwed by washing 3 times with water. Drying with sodium sulphate and ev... Reactants: [NH2-].[Na+] (sodium amide), C/C(/C(=O)OCC)=C(/C)\C=1N=CN(C1)C(C1=CC=CC=C1)(C1=CC=CC=C1)C1=CC=CC=C1 (E-ethyl 2-methyl-3-(1-triphenylmethyl-1H-imidazol-4-yl)2-butenate), CCOC(=O)C(C)P(=O)(OCC)OCC (triethyl 2-phosphonopropionate), C1(=CC=CC=C1)C(N1C=NC(=C1)C(C)=O)(C1=CC=CC=C1)C1=CC=CC=C1 (1-(1-triphenylmethyl-1H-imidazol-4-yl)ethanone). RXN SMILES: [NH2-].[Na+].CCOC(C(P(OCC)(OCC)=O)C)=O.C1(C(C2C=CC=CC=2)(C2C=CC=CC=2)N2C=C(C(=O)C)N=C2)C=CC=CC=1.[CH3:45]/[C:46](=[C:52](\[C:54]1[N:55]=[CH:56][N:57]([C:59]([C:72]2[CH:77]=[CH:76][CH:75]=[CH:74][CH:73]=2)([C:66]2[CH:71]=[CH:70][CH:69]=[CH:68][CH:67]=2)[C:60]2[CH:65]=[CH:64][CH:63]=[CH:62][CH:61]=2)[CH:58]=1)/[CH3:53])/[C:47]([O:49][CH2:50][CH3:51])=[O:48]>O1CCCC1.C(OCC)C>[CH3:45]/[C:46](=[C:52](/[C:54]1[N:55]=[CH:56][N:57]([C:59]([C:72]2[CH:77]=[CH:76][CH:75]=[CH:74][CH:73]=2)([C:66]2[CH:67]=[CH:68][CH:69]=[CH:70][CH:71]=2)[C:60]2[CH:61]=[CH:62][CH:63]=[CH:64][CH:65]=2)[CH:58]=1)\[CH3:53])/[C:47]([O:49][CH2:50][CH3:51])=[O:48] |f:0.1|. The product is C/C(/C(=O)OCC)=C(\C)/C=1N=CN(C1)C(C1=CC=CC=C1)(C1=CC=CC=C1)C1=CC=CC=C1 ((Z)-Ethyl 2-methyl-3-(1-triphenylmethyl-1H-imidazol-4-yl)2-butenate). Starting materials: ClC1=CC=C2C(=CC=NC2=C1)N1CCN(CC1)C(=O)NC1=C(C=CC=C1)OC (4-(7-chloro-4-quinolinyl)-N-(2-methoxyphenyl)-1-piperazine carboxamide), B(Br)(Br)Br (BBr3). The solvent is C(Cl)Cl (CH2Cl2). Run at time 8 hour. Yields the product ClC1=CC=C2C(=CC=NC2=C1)N1CCN(CC1)C(=O)NC1=C(C=CC=C1)O (4-(7-chloro-4-quinolinyl)-N-(2-hydroxyphenyl)-1-piperazinecarboxamide). As a reaction SMILES: [Cl:1][C:2]1[CH:11]=[C:10]2[C:5]([C:6]([N:12]3[CH2:17][CH2:16][N:15]([C:18]([NH:20][C:21]4[CH:26]=[CH:25][CH:24]=[CH:23][C:22]=4[O:27]C)=[O:19])[CH2:14][CH2:13]3)=[CH:7][CH:8]=[N:9]2)=[CH:4][CH:3]=1.B(Br)(Br)Br>C(Cl)Cl>[Cl:1][C:2]1[CH:11]=[C:10]2[C:5]([C:6]([N:12]3[CH2:13][CH2:14][N:15]([C:18]([NH:20][C:21]4[CH:26]=[CH:25][CH:24]=[CH:23][C:22]=4[OH:27])=[O:19])[CH2:16][CH2:17]3)=[CH:7][CH:8]=[N:9]2)=[CH:4][CH:3]=1. Procedure details: To a stirred solution of 4-(7-chloro-4-quinolinyl)-N-(2-methoxyphenyl)-1-piperazine carboxamide (40 mg, 0.1 mmol) in CH2Cl2 (6 mL) was added a solution of BBr3 (0.2 mL, 1.0 M) at rt. The reaction mixture was stirred at rt overnight, then quenched with 1 N NaOH solution. The reaction mixture was extracted with CH2Cl2, washed with brine, and dried over Na2SO4. Concentration in vacuo followed by flash chromatography afforded the title product. LC-MS 383 (M++1). 1H NMR (CDCl3) δ 8.75 (d, 1H), 8.05 (... Reactants: CCOc1ccccc1C(=O)Cl, COc1cccc(C(N)=O)c1N, c1ccncc1. Yields the product CCOc1ccccc1C(=O)Nc1c(OC)cccc1C(N)=O. As a reaction SMILES: [CH2:1]([CH3:2])[O:3][c:4]1[c:5]([C:6](=[O:7])[Cl:8])[cH:9][cH:10][cH:11][cH:12]1.[NH2:13][c:14]1[c:15]([C:16](=[O:17])[NH2:18])[cH:19][cH:20][cH:21][c:22]1[O:23][CH3:24].[cH:25]1[cH:26][cH:27][n:28][cH:29][cH:30]1>>[CH2:1]([CH3:2])[O:3][c:4]1[c:5]([C:6](=[O:7])[NH:13][c:14]2[c:15]([C:16](=[O:17])[NH2:18])[cH:19][cH:20][cH:21][c:22]2[O:23][CH3:24])[cH:9][cH:10][cH:11][cH:12]1. Reactants: CC(C)(C)OC(=O)OC(=O)OC(C)(C)C, CCO, CNN. Yields the product CN(N)C(=O)OC(C)(C)C. RXN SMILES: [C:4]([CH3:5])([CH3:6])([CH3:7])[O:8][C:9]([O:11][C:10]([O:12][C:13]([CH3:14])([CH3:15])[CH3:16])=[O:17])=[O:18].[CH3:19][CH2:20][OH:21].[CH3:1][NH:2][NH2:3]>>[CH3:1][N:2]([NH2:3])[C:9]([O:8][C:4]([CH3:5])([CH3:6])[CH3:7])=[O:11]. Reactants: CNCCOc1ccc(C2=C(c3ccccc3)CCCc3cc(O)ccc32)cc1, COCCO, FC(F)(F)C(F)(F)CCCSCCCI, O. The product is CN(CCCSCCCC(F)(F)C(F)(F)F)CCOc1ccc(C2=C(c3ccccc3)CCCc3cc(O)ccc32)cc1. As a reaction SMILES: [CH3:1][NH:2][CH2:3][CH2:4][O:5][c:6]1[cH:7][cH:8][c:9]([C:12]2=[C:13]([c:24]3[cH:25][cH:26][cH:27][cH:28][cH:29]3)[CH2:14][CH2:15][CH2:16][c:17]3[c:18]2[cH:19][cH:20][c:21]([OH:23])[cH:22]3)[cH:10][cH:11]1.[CH3:46][O:47][CH2:48][CH2:49][OH:50].[I:30][CH2:31][CH2:32][CH2:33][S:34][CH2:35][CH2:36][CH2:37][C:38]([C:39]([F:40])([F:41])[F:42])([F:43])[F:44].[OH2:45]>>[CH3:1][N:2]([CH2:3][CH2:4][O:5][c:6]1[cH:7][cH:8][c:9]([C:12]2=[C:13]([c:24]3[cH:25][cH:26][cH:27][cH:28][cH:29]3)[CH2:14][CH2:15][CH2:16][c:17]3[c:18]2[cH:19][cH:20][c:21]([OH:23])[cH:22]3)[cH:10][cH:11]1)[CH2:31][CH2:32][CH2:33][S:34][CH2:35][CH2:36][CH2:37][C:38]([C:39]([F:40])([F:41])[F:42])([F:43])[F:44]. The reactants are [BH4-], O=C([O-])O, CC(C)[O-], CC(C)[O-], CC(C)[O-], CC(C)[O-], CO, CC(C)OC(=O)N1CCCC(=O)c2cc3c(cc21)CCC3, NCc1cc(C(F)(F)F)cc(C(F)(F)F)c1, [Na+], [Na+], [Ti+4]. Reaction SMILES: [BH4-:38].[C:40](=[O:41])([OH:42])[O-:43].[CH3:45][CH:46]([CH3:47])[O-:48].[CH3:50][CH:51]([CH3:52])[O-:53].[CH3:54][CH:55]([CH3:56])[O-:57].[CH3:58][CH:59]([CH3:60])[O-:61].[CH3:62][OH:63].[CH:17]([CH3:18])([CH3:19])[O:20][C:21](=[O:22])[N:23]1[CH2:24][CH2:25][CH2:26][C:27](=[O:37])[c:28]2[cH:29][c:30]3[c:34]([cH:35][c:36]21)[CH2:33][CH2:32][CH2:31]3.[F:1][C:2]([c:3]1[cH:4][c:5]([CH2:6][NH2:7])[cH:8][c:9]([C:11]([F:12])([F:13])[F:14])[cH:10]1)([F:15])[F:16].[Na+:39].[Na+:44].[Ti+4:49]>>[F:1][C:2]([c:3]1[cH:4][c:5]([CH2:6][NH:7][CH:27]2[CH2:26][CH2:25][CH2:24][N:23]([C:21]([O:20][CH:17]([CH3:18])[CH3:19])=[O:22])[c:36]3[c:28]2[cH:29][c:30]2[c:34]([cH:35]3)[CH2:33][CH2:32][CH2:31]2)[cH:8][c:9]([C:11]([F:12])([F:13])[F:14])[cH:10]1)([F:15])[F:16]. Yields the product CC(C)OC(=O)N1CCCC(NCc2cc(C(F)(F)F)cc(C(F)(F)F)c2)c2cc3c(cc21)CCC3.